From a dataset of the Open Reaction Database (ORD), a public repository of structured organic reaction records. describe an organic reaction: reactants, conditions, products, and yield Starting materials: C(C)N(CCOC1=CC=C(C=C1)C(CCC)N)CC (1-(4-(2-(Diethylamino)ethoxy)phenyl)butan-1-amine), O1CCN(CC1)CCOC1=CC=C(C=C1)C(CCC)=O (1-(4-(2-Morpholinoethoxy)phenyl)butan-1-one). Yields the product O1CCN(CC1)CCOC1=CC=C(C=C1)C(CCC)N (1-(4-(2-Morpholinoethoxy)phenyl)butan-1-amine). Isolated yield 70.0%. RXN SMILES: [CH2:1]([N:3]([CH2:18][CH3:19])[CH2:4][CH2:5][O:6][C:7]1[CH:12]=[CH:11][C:10]([CH:13]([NH2:17])[CH2:14][CH2:15][CH3:16])=[CH:9][CH:8]=1)[CH3:2].[O:20]1CCN(CCOC2C=CC(C(=O)CCC)=CC=2)CC1>>[O:20]1[CH2:2][CH2:1][N:3]([CH2:4][CH2:5][O:6][C:7]2[CH:8]=[CH:9][C:10]([CH:13]([NH2:17])[CH2:14][CH2:15][CH3:16])=[CH:11][CH:12]=2)[CH2:18][CH2:19]1. Procedure details: The title compound was prepared by using a similar procedure as described for the preparation of 25 except that 1-(4-(2-morpholinoethoxy)phenyl)butan-1-one (24) was used instead of 1-(4-(2-(diethylamino)ethoxy)phenyl)butan-1-one (21). This produced crude 28 (390 mg, 70%) as a light yellow oil: MS (ES+) m/z 279.2 (M+H)+. The reactants are [OH-].[Na+] (NaOH), Cl (Hydrochloric acid), ClC=1C=C2C(=NC1C1=CC=C(C=C1)N1CCC(CC1)NC(OCC)=O)N(C(=N2)O[C@H]2[C@@H]1[C@H](OC2)[C@@H](CO1)O)COCC[Si](C)(C)C (ethyl 1-(4-(6-chloro-2-((3R,3aR,6R,6aR)-6-hydroxyhexahydrofuro[3,2-b]furan-3-yloxy)-3-((2-(trimethylsilyl)ethoxy)methyl)-3H-imidazo[4,5-b]pyridin-5-yl)phenyl)piperidin-4-ylcarbamate), OS(=O)(=O)[O-].[K+] (KHSO4). The solvent is O1CCCC1 (Tetrahydrofurane), C(=O)O (formic acid), O (water). Reaction conditions: temperature 60 celsius, time 3 hour. Yields the product ClC=1C=C2C(=NC1C1=CC=C(C=C1)N1CCC(CC1)NC(OCC)=O)NC(=N2)O[C@H]2[C@@H]1[C@H](OC2)[C@@H](CO1)O (Ethyl 1-(4-(6-chloro-2-((3R,3aR,6R,6aR)-6-hydroxyhexahydrofuro[3,2-b]furan-3-yloxy)-3H-imidazo[4,5-b]pyridin-5-yl)phenyl)piperidin-4-ylcarbamate). As a reaction SMILES: [Cl:1][C:2]1[CH:3]=[C:4]2[N:28]=[C:27]([O:29][C@@H:30]3[CH2:34][O:33][C@@H:32]4[C@H:35]([OH:38])[CH2:36][O:37][C@H:31]34)[N:26](COCC[Si](C)(C)C)[C:5]2=[N:6][C:7]=1[C:8]1[CH:13]=[CH:12][C:11]([N:14]2[CH2:19][CH2:18][CH:17]([NH:20][C:21](=[O:25])[O:22][CH2:23][CH3:24])[CH2:16][CH2:15]2)=[CH:10][CH:9]=1.OS([O-])(=O)=O.[K+].[OH-].[Na+].Cl>C(O)=O.O.O1CCCC1>[Cl:1][C:2]1[CH:3]=[C:4]2[N:28]=[C:27]([O:29][C@@H:30]3[CH2:34][O:33][C@@H:32]4[C@H:35]([OH:38])[CH2:36][O:37][C@H:31]34)[NH:26][C:5]2=[N:6][C:7]=1[C:8]1[CH:13]=[CH:12][C:11]([N:14]2[CH2:19][CH2:18][CH:17]([NH:20][C:21](=[O:25])[O:22][CH2:23][CH3:24])[CH2:16][CH2:15]2)=[CH:10][CH:9]=1 |f:1.2,3.4|. Procedure details: A mixture of ethyl 1-(4-(6-chloro-2-((3R,3aR,6R,6aR)-6-hydroxyhexahydrofuro[3,2-b]furan-3-yloxy)-3-((2-(trimethylsilyl)ethoxy)methyl)-3H-imidazo[4,5-b]pyridin-5-yl)phenyl)piperidin-4-ylcarbamate (44 mg) and KHSO4 (2 M aqueous solution, 40 μL) in formic acid (3 mL) is stirred for 3 hours at 60° C. After diluting with water and cooling to 0° C. NaOH (10 M aqueous solution) is added until the pH >11. Tetrahydrofurane (3 mL) is added and the mixture is stirred for 1 hour at room temperature. Hydroch... RXN SMILES: [CH3:1][C:2]1[CH2:7][C:6]([CH3:9])([CH3:8])[C:5]([CH:10]=[O:11])=[CH:4][CH:3]=1.C/C(/C=C/C=C(C)C)=C\C=O>>[CH3:7][CH:2]([CH2:3][CH2:4][CH:5]([CH:6]([CH3:9])[CH3:8])[CH2:10][OH:11])[CH3:1]. Reported procedure: After comparison of the proton NMR spectral data to published spectral data for dehydrocitral (2) (Kann et al., J. Org. Chem. 55, 5312-5323 (1990)) and 4,6,6-trimethyl-1,3-cyclohexadiene-1-carboxaldehyde (3) (Hong et al., Org. Letters, 8, 2217 (2006)), the mixture was shown to contain dehydrolavandulal (1), (2E,4E)-3,7-dimethyl-2,4,6-octatrienal (2) (dehydrocitral), and 4,6,6-trimethyl-1,3-cyclohexadiene-1-carboxaldehyde (3) in a 76:12:12 ratio, respectively. The proton NMR spectrum of dehydrola... Yields the product CC(C)CCC(CO)C(C)C (tetrahydrolavandulol). Reactants: dehydrocitral, C5, CC1=CC=C(C(C1)(C)C)C=O (4,6,6-trimethyl-1,3-cyclohexadiene-1-carboxaldehyde), C7, C2, C4, C3, C\C(=C/C=O)\C=C\C=C(C)C ((2E,4E)-3,7-dimethyl-2,4,6-octatrienal), C3, CC1=CC=C(C(C1)(C)C)C=O (4,6,6-trimethyl-1,3-cyclohexadiene-1-carboxaldehyde), C\C(=C/C=O)\C=C\C=C(C)C ((2E,4E)-3,7-dimethyl-2,4,6-octatrienal), C6, C4, ( 1 ), ( 1 ).